Dataset: the Open Reaction Database (ORD), a public repository of structured organic reaction records. Task: describe an organic reaction: reactants, conditions, products, and yield The reactants are OC1C(C=2C(=CC=C3C=NN(C23)C[C@H](C)NC(OCC2=CC=CC=C2)=O)OC1)OC (Benzyl (S)-2-(8-hydroxy-9-methoxy-8,9-dihydro-7H-pyrano[2,3-g]indazol-1-yl)-1-methylethylcarbamate), FC(C(=O)O)(F)F (trifluoroacetic acid). Solvent: CO (methanol). Reaction conditions: time 2 day. The product is N[C@H](CN1N=CC2=CC=C3C(=C12)C(C(CO3)O)OC)C (1-((S)-2-Amino-propyl)-9-methoxy-1,7,8,9-tetrahydro-pyrano[2,3-g]indazol-8-ol). The yield is 130.6%. Reaction SMILES: [OH:1][CH:2]1[CH2:28][O:27][C:5]2=[CH:6][CH:7]=[C:8]3[C:12]([N:11]([CH2:13][C@@H:14]([NH:16]C(=O)OCC4C=CC=CC=4)[CH3:15])[N:10]=[CH:9]3)=[C:4]2[CH:3]1[O:29][CH3:30].FC(F)(F)C(O)=O>CO>[NH2:16][C@@H:14]([CH3:15])[CH2:13][N:11]1[C:12]2[C:8](=[CH:7][CH:6]=[C:5]3[O:27][CH2:28][CH:2]([OH:1])[CH:3]([O:29][CH3:30])[C:4]3=2)[CH:9]=[N:10]1. Procedure: To a solution of the product from Step A (0.22 g, 0.58 mmol) in methanol (5 mL) was added trifluoroacetic acid (5 mL) and the mixture was stirred at ambient temperature for 2 days. The mixture was evaporated to a residue, which was stirred with a 2 N solution of hydrogen chloride in ethanol (5 mL) and evaporated to afford a solid (0.21 g): mp 105-108° C.; LC/MS (+APCI) m/z 278 (M+H).